This data is from the Open Reaction Database (ORD), a public repository of structured organic reaction records. The task is: describe an organic reaction: reactants, conditions, products, and yield The reactants are CC#N, CO, CC1(Cc2cncnc2)C(=O)N(c2ncn(C(c3ccccc3)(c3ccccc3)c3ccccc3)n2)c2ccc(-c3ccc(F)c(Cl)c3)cc21, ClCCl, Cl, O. Yields the product CC1(Cc2cncnc2)C(=O)N(c2nc[nH]n2)c2ccc(-c3ccc(F)c(Cl)c3)cc21. RXN SMILES: [C:58](#[N:59])[CH3:60].[CH3:51][OH:52].[Cl:1][c:2]1[cH:3][c:4](-[c:9]2[cH:10][c:11]3[c:15]([cH:16][cH:17]2)[N:14]([c:18]2[n:19][n:20]([C:23]([c:24]4[cH:25][cH:26][cH:27][cH:28][cH:29]4)([c:30]4[cH:31][cH:32][cH:33][cH:34][cH:35]4)[c:36]4[cH:37][cH:38][cH:39][cH:40][cH:41]4)[cH:21][n:22]2)[C:13](=[O:42])[C:12]3([CH2:43][c:44]2[cH:45][n:46][cH:47][n:48][cH:49]2)[CH3:50])[cH:5][cH:6][c:7]1[F:8].[Cl:53][CH2:54][Cl:55].[ClH:56].[OH2:57]>>[Cl:1][c:2]1[cH:3][c:4](-[c:9]2[cH:10][c:11]3[c:15]([cH:16][cH:17]2)[N:14]([c:18]2[n:19][nH:20][cH:21][n:22]2)[C:13](=[O:42])[C:12]3([CH2:43][c:44]2[cH:45][n:46][cH:47][n:48][cH:49]2)[CH3:50])[cH:5][cH:6][c:7]1[F:8].